This data is from the Open Reaction Database (ORD), a public repository of structured organic reaction records. The task is: describe an organic reaction: reactants, conditions, products, and yield Starting materials: C(=O)C=1C=CC(=C(C#N)C1)N1N=C(N=C1)[N+](=O)[O-] (5-formyl-2-(3-nitro-1H-1,2,4-triazol-1-yl)benzonitrile), C(=O)([O-])[O-].[K+].[K+] (K2CO3). The reagents and catalysts are [Br-].C[P+](C1=CC=CC=C1)(C1=CC=CC=C1)C1=CC=CC=C1 (methyl triphenyl phosphonium bromide). The solvent is O1CCOCC1 (1,4-dioxane). Reaction conditions: temperature 100 celsius. Yields the product [N+](=O)([O-])C1=NN(C=N1)C1=C(C#N)C=C(C=C1)C=C (2-(3-Nitro-1H-1,2,4-triazol-1-yl)-5-vinylbenzonitrile). Isolated yield 69.6%. RXN SMILES: [CH:1]([C:3]1[CH:4]=[CH:5][C:6]([N:11]2[CH:15]=[N:14][C:13]([N+:16]([O-:18])=[O:17])=[N:12]2)=[C:7]([CH:10]=1)[C:8]#[N:9])=O.[C:19]([O-])([O-])=O.[K+].[K+]>O1CCOCC1.[Br-].C[P+](C1C=CC=CC=1)(C1C=CC=CC=1)C1C=CC=CC=1>[N+:16]([C:13]1[N:14]=[CH:15][N:11]([C:6]2[CH:5]=[CH:4][C:3]([CH:1]=[CH2:19])=[CH:10][C:7]=2[C:8]#[N:9])[N:12]=1)([O-:18])=[O:17] |f:1.2.3,5.6|. Reported procedure: To a stirred solution of 5-formyl-2-(3-nitro-1H-1,2,4-triazol-1-yl)benzonitrile (0.36 g, 1.49 mmol) in 1,4-dioxane (25 mL), were added K2CO3 (0.3 g, 2.2 mmol) and methyl triphenyl phosphonium bromide (0.63 g, 1.79 mmol). The resultant reaction mixture was heated to 100° C. for 18 h. After completion of the reaction (TLC), the reaction mixture was cooled to room temperature and filtered and the obtained filtrate was concentrated under reduced pressure. Purification by flash chromatography (SiO2, ... Reactants: C1(=CC=CC=C1)C1=CC(=NN1COCC[Si](C)(C)C)C(=O)OC (methyl 5-phenyl-1-{[2-(trimethylsilyl)ethoxy]methyl}-1H-pyrazole-3-carboxylate), [Li+].[BH4-] (LiBH4). The solvent is C1CCOC1 (THF), C1CCOC1 (THF). The product is C1(=CC=CC=C1)C1=CC(=NN1COCC[Si](C)(C)C)CO ((5-Phenyl-1-{[2-(trimethylsilyl)ethoxy]methyl}-1H-pyrazol-3-yl)methanol). The yield is 94.0%. Reaction SMILES: [C:1]1([C:7]2[N:11]([CH2:12][O:13][CH2:14][CH2:15][Si:16]([CH3:19])([CH3:18])[CH3:17])[N:10]=[C:9]([C:20](OC)=[O:21])[CH:8]=2)[CH:6]=[CH:5][CH:4]=[CH:3][CH:2]=1.[Li+].[BH4-]>C1COCC1>[C:1]1([C:7]2[N:11]([CH2:12][O:13][CH2:14][CH2:15][Si:16]([CH3:17])([CH3:18])[CH3:19])[N:10]=[C:9]([CH2:20][OH:21])[CH:8]=2)[CH:2]=[CH:3][CH:4]=[CH:5][CH:6]=1 |f:1.2|. Reported procedure: To a solution of methyl 5-phenyl-1-{[2-(trimethylsilyl)ethoxy]methyl}-1H-pyrazole-3-carboxylate (380 mg, 1.143 mmole) in THF (5 mL) was added 2M LiBH4 in THF (0.9 mL, 1.800 mmole) at RT. After 30 min the mixture was heated to reflux. After 45 min the mixture was cooled to RT and quenched by slow addition of 1M NaOH. The mixture was diluted with H2O and extracted with CH2Cl2 (3×). The combined organic layers were dried (MgSO4), filtered through a pad of Celite washing with CH2Cl2, and concentrate...